describe an organic reaction: reactants, conditions, products, and yield From a dataset of the Open Reaction Database (ORD), a public repository of structured organic reaction records. Reactants: N1=CC=C(C=C1)CN1CCC(CC1)=O (1-(4-pyridinylmethyl)-4-piperidone), Cl.NO (hydroxylamine hydrochloride). Product: N1=CC=C(C=C1)CN1CCC(CC1)=NO (1-(4-Pyridinylmethyl)-4-piperidone oxime). As a reaction SMILES: [N:1]1[CH:6]=[CH:5][C:4]([CH2:7][N:8]2[CH2:13][CH2:12][C:11](=O)[CH2:10][CH2:9]2)=[CH:3][CH:2]=1.Cl.[NH2:16][OH:17]>>[N:1]1[CH:6]=[CH:5][C:4]([CH2:7][N:8]2[CH2:13][CH2:12][C:11](=[N:16][OH:17])[CH2:10][CH2:9]2)=[CH:3][CH:2]=1 |f:1.2|. Procedure details: 1-(4-Pyridinylmethyl)-4-piperidone oxime is prepared from 1-(4-pyridinylmethyl)-4-piperidone and hydroxylamine hydrochloride essentially as described above in Example 38, Scheme C, step b. Product: C1(=CC=CC=C1)CC(=O)Cl (phenylacetyl chloride). Procedure: Phenylacetic acid (PAA), 0.037 moles (5g) was heated under reflux with an excess of SOCl2 for 60 minutes at a temperature of 75-80° C. After the reaction was completed, the excess SOCl2 was eliminated by vacuum evaporation, using a water pump (40-50° C.). This process was repeated two to three times, each time adding benzene to aid in elimination of SOCl2 and yielding phenylacetyl chloride (PAC). Then, 0.018 mole of 2-hydrazino-2-imidazoline.HBr (3.5 g) was suspended in ether and shaken with 2N ... Reaction SMILES: [C:1]1([CH2:7][C:8]([OH:10])=O)[CH:6]=[CH:5][CH:4]=[CH:3][CH:2]=1.O=S(Cl)[Cl:13]>>[C:1]1([CH2:7][C:8]([Cl:13])=[O:10])[CH:6]=[CH:5][CH:4]=[CH:3][CH:2]=1. The reactants are C1(=CC=CC=C1)CC(=O)O (Phenylacetic acid), ( 5g ), O=S(Cl)Cl (SOCl2). Reactants: OC1=C(C=O)C=CC(=C1)OC (2-Hydroxy-4-methoxybenzaldehyde), [H-].[Na+] (sodium hydride), ClCCCN1CCOCC1 (N-(3-chloropropyl)morpholine). Run in CN(C=O)C (dimethylformamide), C1(=CC=CC=C1)C (toluene). Product: COC1=CC(=C(C=O)C=C1)OCCCN1CCOCC1 (4-Methoxy-2-[3-(4-morpholinyl)propoxy]benzaldehyde). Isolated yield 65.8%. RXN SMILES: [OH:1][C:2]1[CH:9]=[C:8]([O:10][CH3:11])[CH:7]=[CH:6][C:3]=1[CH:4]=[O:5].[H-].[Na+].Cl[CH2:15][CH2:16][CH2:17][N:18]1[CH2:23][CH2:22][O:21][CH2:20][CH2:19]1>CN(C)C=O.C1(C)C=CC=CC=1>[CH3:11][O:10][C:8]1[CH:7]=[CH:6][C:3]([CH:4]=[O:5])=[C:2]([O:1][CH2:15][CH2:16][CH2:17][N:18]2[CH2:23][CH2:22][O:21][CH2:20][CH2:19]2)[CH:9]=1 |f:1.2|. Procedure: 2-Hydroxy-4-methoxybenzaldehyde (25 g) in 125 ml of dimethylformamide is treated first with 8.2 g of 50% sodium hydride, then with 36 g of N-(3-chloropropyl)morpholine dissolved in 65 ml of toluene, following the procedure described in Example 1A, yielding 30.2 g of the title compound, boiling point 190°-195° C. at 0.1-0.2 mm of Hg. Starting materials: OC1=C(C=C(C=C1)[N+](=O)[O-])C(=O)N1CCN(CC1)C1=CC=C(C=C1)C(F)(F)F ((2-hydroxy-5-nitro-phenyl)-[4-(4-trifluoromethyl-phenyl)-piperazin-1-yl]-methanone), FCC(CF)O (1,3-difluoro-2-propanol), C1(=CC=CC=C1)P(C1=CC=CC=C1)C1=CC=CC=C1 (triphenylphosphine), CC(C)OC(=O)/N=N/C(=O)OC(C)C (diisopropylazodicarboxylate). Product: FCC(OC1=C(C=C(C=C1)[N+](=O)[O-])C(=O)N1CCN(CC1)C1=CC=C(C=C1)C(F)(F)F)CF ([2-(2-Fluoro-1-fluoromethyl-ethoxy)-5-nitro-phenyl]-[4-(4-trifluoromethyl-phenyl)-piperazin-1-yl]-methanone). The yield is 113.6%. As a reaction SMILES: [OH:1][C:2]1[CH:7]=[CH:6][C:5]([N+:8]([O-:10])=[O:9])=[CH:4][C:3]=1[C:11]([N:13]1[CH2:18][CH2:17][N:16]([C:19]2[CH:24]=[CH:23][C:22]([C:25]([F:28])([F:27])[F:26])=[CH:21][CH:20]=2)[CH2:15][CH2:14]1)=[O:12].[F:29][CH2:30][CH:31](O)[CH2:32][F:33].C1(P(C2C=CC=CC=2)C2C=CC=CC=2)C=CC=CC=1.CC(OC(/N=N/C(OC(C)C)=O)=O)C>>[F:29][CH2:30][CH:31]([CH2:32][F:33])[O:1][C:2]1[CH:7]=[CH:6][C:5]([N+:8]([O-:10])=[O:9])=[CH:4][C:3]=1[C:11]([N:13]1[CH2:18][CH2:17][N:16]([C:19]2[CH:24]=[CH:23][C:22]([C:25]([F:28])([F:27])[F:26])=[CH:21][CH:20]=2)[CH2:15][CH2:14]1)=[O:12]. Procedure details: A solution of (2-hydroxy-5-nitro-phenyl)-[4-(4-trifluoromethyl-phenyl)-piperazin-1-yl]-methanone (50 mg), 1,3-difluoro-2-propanol [453-13-4] (27 mg), triphenylphosphine (76 mg) and diisopropylazodicarboxylate (48 mg) was refluxed overnight, concentrated in vacuo and purified by column chromatography (SiO2) to yield the title compound as a colorless solid (68 mg). MS (m/e): 474.1 (M+H+, 100%). Reactants: [OH-].[Na+] (sodium hydroxide), C(C)(=O)N[C@@H](CC(=O)OCC)C1=CC(=CC=C1)F (ethyl (3S)-3-(acetylamino)-3-(3-fluorophenyl)propanoate), [BH4-].[Na+] (sodium borohydride), CO (Methanol). The solvent is O (water), C1CCOC1 (THF). Reaction conditions: temperature 50 celsius. The product is FC=1C=C(C=CC1)[C@H](CCO)NC(C)=O (N-[(1S)-1-(3-Fluorophenyl)-3-hydroxypropyl]acetamide). Yield: 99.5%. Reaction SMILES: [C:1]([NH:4][C@H:5]([C:12]1[CH:17]=[CH:16][CH:15]=[C:14]([F:18])[CH:13]=1)[CH2:6][C:7](OCC)=[O:8])(=[O:3])[CH3:2].[BH4-].[Na+].CO.[OH-].[Na+]>C1COCC1.O>[F:18][C:14]1[CH:13]=[C:12]([C@@H:5]([NH:4][C:1](=[O:3])[CH3:2])[CH2:6][CH2:7][OH:8])[CH:17]=[CH:16][CH:15]=1 |f:1.2,4.5|. Procedure details: A stirred suspension of ethyl (3S)-3-(acetylamino)-3-(3-fluorophenyl)propanoate (2.5 g, 9.9 mmol) and sodium borohydride (0.76 g, 20 mmol) in THF (20 ml) was heated at 50° C. under a nitrogen atmosphere. Methanol (1.8 ml) was then carefully added dropwise and the reaction mixture heated under reflux for one hour. The reaction was allowed to cool to room temperature then water (10 ml) and aqueous sodium hydroxide solution (1.5 g NaOH in 4 ml water) carefully added dropwise. The solution was extra...